Dataset: the Open Reaction Database (ORD), a public repository of structured organic reaction records. Task: describe an organic reaction: reactants, conditions, products, and yield Starting materials: COc1cc2cc[nH]c(=O)c2cc1C, CCOCC, Cc1ccccc1, [Na+], [Na+], O=C([O-])[O-], O=P(Cl)(Cl)Cl. Yields the product COc1cc2ccnc(Cl)c2cc1C. RXN SMILES: [CH3:1][O:2][c:3]1[cH:4][c:5]2[cH:6][cH:7][nH:8][c:9](=[O:14])[c:10]2[cH:11][c:12]1[CH3:13].[CH3:26][CH2:27][O:28][CH2:29][CH3:30].[CH3:31][c:32]1[cH:33][cH:34][cH:35][cH:36][cH:37]1.[Na+:20].[Na+:21].[O-:22][C:23](=[O:24])[O-:25].[P:15]([Cl:16])([Cl:17])([Cl:18])=[O:19]>>[CH3:1][O:2][c:3]1[cH:4][c:5]2[cH:6][cH:7][n:8][c:9]([Cl:17])[c:10]2[cH:11][c:12]1[CH3:13]. Reactants: ClC1C(NCC(C1)(C)C)=O (3-chloro-5,5-dimethyl-2-piperidone), Ba(OH)3-8H2O, S(=O)(=O)([O-])[O-].[NH4+].[NH4+] (ammonium sulphate). Run in O (water). Conditions: temperature 150 celsius. Product: CC1(CC(NC1)C(=O)O)C (4,4-dimethylpyrrolidine-2-carboxylic acid), solid. As a reaction SMILES: Cl[CH:2]1[CH2:7][C:6]([CH3:9])([CH3:8])[CH2:5][NH:4][C:3]1=[O:10].S([O-])([O-])(=O)=[O:12].[NH4+].[NH4+]>O>[CH3:9][C:6]1([CH3:8])[CH2:5][NH:4][CH:2]([C:3]([OH:10])=[O:12])[CH2:7]1 |f:1.2.3|. Procedure: A suspension of 20.4 g (0.13 mol) of 3-chloro-5,5-dimethyl-2-piperidone and 45.2 g (0.14 mol) of Ba(OH)3-8H2O in 252 mL of water was heated in a Parr apparatus at 150° C. for 6 h. Then, 18.6 g (0.14 mol) of ammonium sulphate were added. The precipitate was filtered off, and the solution was concentrated under reduced pressure to dryness. Crude 4,4-dimethylpyrrolidine-2-carboxylic acid was obtained as a white solid (37.5 g). (J. Med. Chem., 20, 1176 (1977), EP 0 447 704 A1, page 17) Reactants: C([O-])([O-])=O.[K+].[K+] (potassium carbonate), NC1=CC=C(OCCCN2CCN(CC2)C2=CC(N(C(N2C)=O)C)=O)C=C1 (6-[4-(3-[4-aminophenoxy]propyl)piperazin-1-yl]-1,3-dimethyl-2,4(1H,3H)-pyrimidinedione), FC(S(=O)(=O)O)(F)F (trifluoromethanesulfonic acid). The solvent is ClCCl (dichloromethane), ClCCl (dichloromethane), ClCCl (dichloromethane). Yields the product FC(S(=O)(=O)NC1=CC=C(OCCCN2CCN(CC2)C2=CC(NC(N2)=O)=O)C=C1)(F)F (6-[4-(3-[4-trifluoromethanesulfonylaminophenoxy]propyl)piperazin-1-yl]-2,4(1H,3H)-pyrimidinedione). The yield is 62.5%. As a reaction SMILES: [F:1][C:2]([F:8])([F:7])[S:3](O)(=[O:5])=[O:4].[NH2:9][C:10]1[CH:35]=[CH:34][C:13]([O:14][CH2:15][CH2:16][CH2:17][N:18]2[CH2:23][CH2:22][N:21]([C:24]3[N:29](C)[C:28](=[O:31])[N:27](C)[C:26](=[O:33])[CH:25]=3)[CH2:20][CH2:19]2)=[CH:12][CH:11]=1.C(=O)([O-])[O-].[K+].[K+]>ClCCl>[F:1][C:2]([F:8])([F:7])[S:3]([NH:9][C:10]1[CH:35]=[CH:34][C:13]([O:14][CH2:15][CH2:16][CH2:17][N:18]2[CH2:19][CH2:20][N:21]([C:24]3[NH:29][C:28](=[O:31])[NH:27][C:26](=[O:33])[CH:25]=3)[CH2:22][CH2:23]2)=[CH:12][CH:11]=1)(=[O:5])=[O:4] |f:2.3.4|. Procedure details: 5 ml of a dichloromethane solution containing 0.65 ml of anhydrous trifluoromethanesulfonic acid was added at -78° C. to 25 ml of a dichloromethane solution containing 1.3 g of 6-[4-(3-[4-aminophenoxy]propyl)piperazin-1-yl]-1,3-dimethyl-2,4(1H,3H)-pyrimidinedione obtained in Example 6, and the temperature of the solution was then gradually elevated to room temperature, while it was stirred. 20 ml of dichloromethane and a 2% aqueous potassium carbonate solution were added to the reaction solution... The reactants are C(#C)C1=CC=C(C=C1)N1C(NNC1=O)=O (4-(4-ethynylphenyl)-1,2,4-triazolidine-3,5-dione), BrN1C(=O)N(C(=O)C1(C)C)Br (1,3-dibromo-5,5-dimethylhydantoin). Solvent: CC#N (CH3CN), CC#N (CH3CN). Run at time 10 minute. Product: C(#C)C1=CC=C(C=C1)N1C(N=NC1=O)=O (4-(4-ethynylphenyl)-3H-1,2,4-triazole-3,5(4H)-dione). Reaction SMILES: [C:1]([C:3]1[CH:8]=[CH:7][C:6]([N:9]2[C:13](=[O:14])[NH:12][NH:11][C:10]2=[O:15])=[CH:5][CH:4]=1)#[CH:2].BrN1C(C)(C)C(=O)N(Br)C1=O>CC#N>[C:1]([C:3]1[CH:4]=[CH:5][C:6]([N:9]2[C:10](=[O:15])[N:11]=[N:12][C:13]2=[O:14])=[CH:7][CH:8]=1)#[CH:2]. Procedure details: To a solution of compound 13e (4.43 mg, 0.022 mmol) in CH3CN (44 μL) was added 1,3-dibromo-5,5-dimethylhydantoin (6.29 mg, 0.022 mmol) at room temperature. The resulting solution was stirred at room temperature for 10 minutes. The obtained material was easily degraded at temperature. Therefore, the 0.5 M CH3CN mixture reaction solution was used for next reaction without purification after confirmation of reaction color changing from clear to material specific deep red. Reactants: [Si](C)(C)(C(C)(C)C)OCC1CCC(CC1)CO ([4-(tert-butyldimethylsilanyloxymethyl)-cyclohexyl]-methano 1), CC(=O)OI1(C2=CC=CC=C2C(=O)O1)(OC(=O)C)OC(=O)C (1,1,1-tris(acetyloxy)-1,1-dihydro-1,2-benziodoxol-3-(1H)-one), S(=O)([O-])[O-].[Na+].[Na+] (sodium sulfite), C([O-])(O)=O.[Na+] (sodium bicarbonate). Run in C(Cl)(Cl)Cl (chloroform). Product: [Si](C)(C)(C(C)(C)C)OCC1CCC(CC1)C=O (4-(tert-butyldimethylsilanyloxymethyl)-cyclohexanecarbaldehyde). Yield: 81.8%. Reaction SMILES: [Si:1]([O:8][CH2:9][CH:10]1[CH2:15][CH2:14][CH:13]([CH2:16][OH:17])[CH2:12][CH2:11]1)([C:4]([CH3:7])([CH3:6])[CH3:5])([CH3:3])[CH3:2].CC(OI1(OC(C)=O)(OC(C)=O)OC(=O)C2C1=CC=CC=2)=O.S([O-])([O-])=O.[Na+].[Na+].C(=O)(O)[O-].[Na+]>C(Cl)(Cl)Cl>[Si:1]([O:8][CH2:9][CH:10]1[CH2:11][CH2:12][CH:13]([CH:16]=[O:17])[CH2:14][CH2:15]1)([C:4]([CH3:7])([CH3:6])[CH3:5])([CH3:3])[CH3:2] |f:2.3.4,5.6|. Procedure: To a solution of [4-(tert-butyldimethylsilanyloxymethyl)-cyclohexyl]-methanol (8.5 g) obtained in Step 1 in chloroform (85 mL) was added 1,1,1-tris(acetyloxy)-1,1-dihydro-1,2-benziodoxol-3-(1H)-one (Dess-Martin periodinane; 15.3 g) under ice-cooling, followed by stirring the mixture under ice-cooling for 2.5 hours. After addition of aqueous sodium sulfite solution and aqueous sodium bicarbonate solution, the reaction mixture was filtered through Celite, followed by extraction with ethyl acetate.... Reactants: C(C1=CC=CC=C1)N=C=O (Benzyl isocyanate), CN(N1C=CC2=CC(=CC=C12)O)C1=CC=NC=C1 (1-(methyl-4-pyridinylamino)-1H-indol-5-ol), C([O-])([O-])=O.[K+].[K+] (potassium carbonate). Run in O1CCCC1 (tetrahydrofuran). Reaction conditions: time 3 hour. Product: C1(=CC=CC=C1)CNC(OC=1C=C2C=CN(C2=CC1)N(C1=CC=NC=C1)C)=O (1-(Methyl-4-pyridinylamino)-1H-indol-5-yl phenylmethylcarbamate). Yield: 97.7%. As a reaction SMILES: [CH2:1]([N:8]=[C:9]=[O:10])[C:2]1[CH:7]=[CH:6][CH:5]=[CH:4][CH:3]=1.[CH3:11][N:12]([C:23]1[CH:28]=[CH:27][N:26]=[CH:25][CH:24]=1)[N:13]1[C:21]2[C:16](=[CH:17][C:18]([OH:22])=[CH:19][CH:20]=2)[CH:15]=[CH:14]1.C(=O)([O-])[O-].[K+].[K+]>O1CCCC1>[C:2]1([CH2:1][NH:8][C:9](=[O:10])[O:22][C:18]2[CH:17]=[C:16]3[C:21](=[CH:20][CH:19]=2)[N:13]([N:12]([CH3:11])[C:23]2[CH:28]=[CH:27][N:26]=[CH:25][CH:24]=2)[CH:14]=[CH:15]3)[CH:7]=[CH:6][CH:5]=[CH:4][CH:3]=1 |f:2.3.4|. Procedure: Benzyl isocyanate (1.7 g) was added to a solution of 1-(methyl-4-pyridinylamino)-1H-indol-5-ol (2.5 g) in 75 mL tetrahydrofuran containing potassium carbonate (milled, 3 g). After stirring three hours at ambient temperature the mixture was filtered and concentrated. The residue was eluted through silica with ethyl acetate via flash column chromatography to yield 3.8 g solid. This was recrystallized from acetonitrile to yield 3.2 g crystals, m.p. 179°-181° C. Yields the product COc1ccc(CNC(=O)CNc2cccc(Cl)c2C)cc1. Starting materials: COc1ccc(CNC(=O)CBr)cc1, O=C([O-])[O-], Cc1c(N)cccc1Cl, [K+], [K+], CN(C)C=O, O. RXN SMILES: [Br:16][CH2:17][C:18](=[O:19])[NH:20][CH2:21][c:22]1[cH:23][cH:24][c:25]([O:28][CH3:29])[cH:26][cH:27]1.[C:10](=[O:11])([O-:12])[O-:13].[Cl:1][c:2]1[c:3]([CH3:9])[c:4]([NH2:5])[cH:6][cH:7][cH:8]1.[K+:14].[K+:15].[O:31]=[CH:32][N:33]([CH3:34])[CH3:35].[OH2:30]>>[Cl:1][c:2]1[c:3]([CH3:9])[c:4]([NH:5][CH2:17][C:18](=[O:19])[NH:20][CH2:21][c:22]2[cH:23][cH:24][c:25]([O:28][CH3:29])[cH:26][cH:27]2)[cH:6][cH:7][cH:8]1. The reactants are ClC1=CC=C(CCN2CCNCC2)C=C1 (1-(4-chlorophenethyl)piperazine), [OH-].[K+] (potassium hydroxide), BrCCCCl (1-bromo-3-chloropropane). The yield is 118.3%. Reaction SMILES: [Cl:1][C:2]1[CH:15]=[CH:14][C:5]([CH2:6][CH2:7][N:8]2[CH2:13][CH2:12][NH:11][CH2:10][CH2:9]2)=[CH:4][CH:3]=1.[OH-].[K+].Br[CH2:19][CH2:20][CH2:21][Cl:22]>CS(C)=O>[ClH:1].[ClH:22].[Cl:1][C:2]1[CH:3]=[CH:4][C:5]([CH2:6][CH2:7][N:8]2[CH2:13][CH2:12][N:11]([CH2:19][CH2:20][CH2:21][Cl:22])[CH2:10][CH2:9]2)=[CH:14][CH:15]=1 |f:1.2,5.6.7|. Run in CS(=O)C (dimethyl sulfoxide). Reported procedure: The procedure described in Example 17(a) was followed, using 6.5 g of 1-(4-chlorophenethyl)piperazine, 6.0 g of potassium hydroxide, 125 ml of dimethyl sulfoxide and 4.6 g of 1-bromo-3-chloropropane. Work-up, as described above, gave 6.4 g (59% of theory) of 1-(4-chlorophenethyl)-4-(3-chloropropyl)piperazine dihydrochloride as a white crystalline solid. The product is Cl.Cl.ClC1=CC=C(CCN2CCN(CC2)CCCCl)C=C1 (1-(4-chlorophenethyl)-4-(3-chloropropyl)piperazine dihydrochloride). Starting materials: [BH4-], CC(C)(C)O, CCO, [Cl-], COc1ccc(Cn2c(=O)cc(N=CN(C)C)n(-c3ccc(I)cc3F)c2=O)cc1, [NH4+], [Na+], O. Yields the product CNc1cc(=O)n(Cc2ccc(OC)cc2)c(=O)n1-c1ccc(I)cc1F. As a reaction SMILES: [BH4-:1].[C:39]([OH:40])([CH3:41])([CH3:42])[CH3:43].[CH2:36]([OH:37])[CH3:38].[Cl-:34].[F:3][c:4]1[c:5](-[n:11]2[c:12](=[O:32])[n:13]([CH2:23][c:24]3[cH:25][cH:26][c:27]([O:30][CH3:31])[cH:28][cH:29]3)[c:14](=[O:22])[cH:15][c:16]2[N:17]=[CH:18][N:19]([CH3:20])[CH3:21])[cH:6][cH:7][c:8]([I:10])[cH:9]1.[NH4+:35].[Na+:2].[OH2:33]>>[F:3][c:4]1[c:5](-[n:11]2[c:12](=[O:32])[n:13]([CH2:23][c:24]3[cH:25][cH:26][c:27]([O:30][CH3:31])[cH:28][cH:29]3)[c:14](=[O:22])[cH:15][c:16]2[NH:17][CH3:18])[cH:6][cH:7][c:8]([I:10])[cH:9]1. Starting materials: NC1=C(C=C(C2=C1CCO2)C2=NC(=NO2)C2CCN(CC2)C(=O)OCC)Cl (ethyl 4- [5-(4-amino-5-chloro-2,3-dihydro-7-benzofuranyl)- 1,2,4-oxadiazol-3-yl]-1-piperidinecarboxylate), [OH-].[K+] (potassium hydroxide). The solvent is CC(C)O (2-propanol). Yields the product ClC1=CC(=C2C(CCO2)=C1N)C1=NC(=NO1)C1CCNCC1 (5-chloro-2,3-dihydro-7-[3-(4-piperidinyl)-1,2,4-oxadiazol-5-yl]-4-benzofuranamine). Isolated yield 62.9%. RXN SMILES: [NH2:1][C:2]1[C:7]2[CH2:8][CH2:9][O:10][C:6]=2[C:5]([C:11]2[O:15][N:14]=[C:13]([CH:16]3[CH2:21][CH2:20][N:19](C(OCC)=O)[CH2:18][CH2:17]3)[N:12]=2)=[CH:4][C:3]=1[Cl:27].[OH-].[K+]>CC(O)C>[Cl:27][C:3]1[C:2]([NH2:1])=[C:7]2[CH2:8][CH2:9][O:10][C:6]2=[C:5]([C:11]2[O:15][N:14]=[C:13]([CH:16]3[CH2:21][CH2:20][NH:19][CH2:18][CH2:17]3)[N:12]=2)[CH:4]=1 |f:1.2|. Procedure: A mixture of intermediate 3 (10 g) and potassium hydroxide (14 g) in 2-propanol (200 ml) was stirred and refluxed for 6 hours. The reaction mixture was cooled and the solvent evaporated. Water was added to the residue and evaporated again. The residue was stirred in water and the resulting precipitate was filtered off, washed with water and purified by column chromatography on silica gel (eluent: CH2Cl2 /(CH3 OH/NH3) 90/10). The pure fractions were collected and the solvent evaporated, yielding ...